Dataset: the Open Reaction Database (ORD), a public repository of structured organic reaction records. Task: describe an organic reaction: reactants, conditions, products, and yield The reactants are C(C)(C)(C)OC(C(C1=CC=C(C=C1)Cl)C(CCC)C1=CC=C(C(=O)OC)C=C1)=O (methyl 4-{1-[2-tert-butoxy-1-(4-chlorophenyl)-2-oxoethyl]butyl}benzoate). Run in C1CCOC1 (THF). Run at time 5 hour. The product is ClC1=CC=C(C=C1)C(CO)C(CCC)C1=CC=C(C(=O)OC)C=C1 (Methyl 4-{1-[1-(4-chlorophenyl)-2-hydroxyethyl]butyl}benzoate). RXN SMILES: C([O:5][C:6](=O)[CH:7]([CH:15]([C:19]1[CH:28]=[CH:27][C:22]([C:23]([O:25][CH3:26])=[O:24])=[CH:21][CH:20]=1)[CH2:16][CH2:17][CH3:18])[C:8]1[CH:13]=[CH:12][C:11]([Cl:14])=[CH:10][CH:9]=1)(C)(C)C>C1COCC1>[Cl:14][C:11]1[CH:10]=[CH:9][C:8]([CH:7]([CH:15]([C:19]2[CH:20]=[CH:21][C:22]([C:23]([O:25][CH3:26])=[O:24])=[CH:27][CH:28]=2)[CH2:16][CH2:17][CH3:18])[CH2:6][OH:5])=[CH:13][CH:12]=1. Reported procedure: A solution of 2-(4-chlorophenyl)-3-[4-(methoxycarbonyl)phenyl]hexanoic acid (prepared as described in PCT Patent Publication WO 2008/042223 A1 published on 10 Apr. 2008, 360 mg, 1.0 mmol) in anhydrous THF (10 mL) was cooled to 0° C., then borane dimethyl sulfide complex (0.3 mL, 3 mmol) was added slowly. The mixture was stirred at room temperature for five hours, then excess reagent was quenched with MeOH (2 mL). The mixture was concentrated, then the resulting residue was diluted with EtOAc (20... The product is Cl.ClC=1C=C2C=CC(=CC2=CC1)S(=O)(=O)N1CC(N(CC1)C(=O)C=1SC=2CNC(CC2N1)C)C(NCC(=O)N1CCOCC1)=O (4-[(6-Chloronaphthalen-2-yl)sulfonyl]-1-[(6-methyl-4,5,6,7-tetrahydrothiazolo[5,4-c]pyridin-2-yl)carbonyl]-2-[N-[[(morpholin-4-yl)carbonyl]methyl]carbamoyl]piperazine hydrochloride). Procedure: Starting materials : lithium 6-methyl-4,5,6,7-tetrahydrothiazolo[5,4-c]pyridine-2-carboxylate, 1-[(6-chloronaphthalen-2-yl)sulfonyl]-3-[N-[[(morpholin-4-yl)carbonyl]methyl]carbamoyl]piperazine hydrochloride Reactants: CC1CC2=C(CN1)SC(=N2)C(=O)[O-].[Li+] (lithium 6-methyl-4,5,6,7-tetrahydrothiazolo[5,4-c]pyridine-2-carboxylate), Cl.ClC=1C=C2C=CC(=CC2=CC1)S(=O)(=O)N1CC(NCC1)C(NCC(=O)N1CCOCC1)=O (1-[(6-chloronaphthalen-2-yl)sulfonyl]-3-[N-[[(morpholin-4-yl)carbonyl]methyl]carbamoyl]piperazine hydrochloride). As a reaction SMILES: [CH3:1][CH:2]1[NH:7][CH2:6][C:5]2[S:8][C:9]([C:11]([O-:13])=O)=[N:10][C:4]=2[CH2:3]1.[Li+].Cl.[Cl:16][C:17]1[CH:18]=[C:19]2[C:24](=[CH:25][CH:26]=1)[CH:23]=[C:22]([S:27]([N:30]1[CH2:35][CH2:34][NH:33][CH:32]([C:36](=[O:47])[NH:37][CH2:38][C:39]([N:41]3[CH2:46][CH2:45][O:44][CH2:43][CH2:42]3)=[O:40])[CH2:31]1)(=[O:29])=[O:28])[CH:21]=[CH:20]2>>[ClH:16].[Cl:16][C:17]1[CH:18]=[C:19]2[C:24](=[CH:25][CH:26]=1)[CH:23]=[C:22]([S:27]([N:30]1[CH2:35][CH2:34][N:33]([C:11]([C:9]3[S:8][C:5]4[CH2:6][NH:7][CH:2]([CH3:1])[CH2:3][C:4]=4[N:10]=3)=[O:13])[CH:32]([C:36](=[O:47])[NH:37][CH2:38][C:39]([N:41]3[CH2:46][CH2:45][O:44][CH2:43][CH2:42]3)=[O:40])[CH2:31]1)(=[O:29])=[O:28])[CH:21]=[CH:20]2 |f:0.1,2.3,4.5|. Starting materials: C(C)(=O)C1=CC=C(C(=C1OCCCC(=O)OCC)CCC)S (ethyl 4-(6-acetyl-3-mercapto-2-propylphenoxy)butyrate), BrCCCSC1=C(C(=C(C=C1)C(C)=O)O)CCC ((4-(3-bromopropylthio)-2-hydroxy-3-propylphenyl)ethanone), [I-].[K+] (potassium iodide), C([O-])([O-])=O.[K+].[K+] (potassium carbonate). Solvent: CC(=O)C (acetone). Conditions: time 9 hour. Product: C(C)(=O)C1=CC=C(C(=C1OCCCC(=O)OCC)CCC)SCCCSC1=C(C(=C(C=C1)C(C)=O)O)CCC (Ethyl 4-[6-acetyl-3-[3-(4-acetyl-3-hydroxy-2-propyl-phenylthio)-propylthio]-2-propylphenoxy]butyrate). The yield is 51.9%. RXN SMILES: [C:1]([C:4]1[C:9]([O:10][CH2:11][CH2:12][CH2:13][C:14]([O:16][CH2:17][CH3:18])=[O:15])=[C:8]([CH2:19][CH2:20][CH3:21])[C:7]([SH:22])=[CH:6][CH:5]=1)(=[O:3])[CH3:2].Br[CH2:24][CH2:25][CH2:26][S:27][C:28]1[CH:33]=[CH:32][C:31]([C:34](=[O:36])[CH3:35])=[C:30]([OH:37])[C:29]=1[CH2:38][CH2:39][CH3:40].[I-].[K+].C(=O)([O-])[O-].[K+].[K+]>CC(C)=O>[C:1]([C:4]1[C:9]([O:10][CH2:11][CH2:12][CH2:13][C:14]([O:16][CH2:17][CH3:18])=[O:15])=[C:8]([CH2:19][CH2:20][CH3:21])[C:7]([S:22][CH2:24][CH2:25][CH2:26][S:27][C:28]2[CH:33]=[CH:32][C:31]([C:34](=[O:36])[CH3:35])=[C:30]([OH:37])[C:29]=2[CH2:38][CH2:39][CH3:40])=[CH:6][CH:5]=1)(=[O:3])[CH3:2] |f:2.3,4.5.6|. Procedure details: A mixture of ethyl 4-(6-acetyl-3-mercapto-2-propylphenoxy)butyrate (2.0 g), (4-(3-bromopropylthio)-2-hydroxy-3-propylphenyl)ethanone (2.0 g), potassium iodide (0.5 g) and potassium carbonate (1.7 g) in acetone (40 ml) was heated with refluxing and stirring for 9 hours. After cooled, inorganic materials were separated by filtration and the filtrate was concentrated. The resultant residue was separated, and was purified through silicagel column chromatography (eluting with benzene:ethyl acetate=9:... Starting materials: O1CCOCC1.Cl (HCl dioxane), C(C)(C)(C)OC(=O)NCC(=O)NC1=CC=C2C(=C(NC2=N1)C1=CC=C(C=C1)F)C1=CC=NC=C1 (6-(2′-t-butoxycarbonylamino-1′-oxo-ethylamino)-3-(4-pyridyl)-2-(4-fluorophenyl)-7-aza-indole), C1(=CC=CC=C1)OC (anisole). Run in O1CCOCC1 (dioxane). Run at time 30 minute. Yields the product NCC(=O)NC1=CC=C2C(=C(NC2=N1)C1=CC=C(C=C1)F)C1=CC=NC=C1 (6-(2′-amino-1′-oxo-ethylamino)-3-(4-pyridyl)-2-(4-fluorophenyl)-7-aza-indole). As a reaction SMILES: O1CCOCC1.Cl.C(OC([NH:15][CH2:16][C:17]([NH:19][C:20]1[N:28]=[C:27]2[C:23]([C:24]([C:36]3[CH:41]=[CH:40][N:39]=[CH:38][CH:37]=3)=[C:25]([C:29]3[CH:34]=[CH:33][C:32]([F:35])=[CH:31][CH:30]=3)[NH:26]2)=[CH:22][CH:21]=1)=[O:18])=O)(C)(C)C.C1(OC)C=CC=CC=1>O1CCOCC1>[NH2:15][CH2:16][C:17]([NH:19][C:20]1[N:28]=[C:27]2[C:23]([C:24]([C:36]3[CH:37]=[CH:38][N:39]=[CH:40][CH:41]=3)=[C:25]([C:29]3[CH:30]=[CH:31][C:32]([F:35])=[CH:33][CH:34]=3)[NH:26]2)=[CH:22][CH:21]=1)=[O:18] |f:0.1|. Reported procedure: An HCl dioxane solution (4N, anhydrous, 0.27 mL) was added to 6-(2′-t-butoxycarbonylamino-1′-oxo-ethylamino)-3-(4-pyridyl)-2-(4-fluoro-phenyl)-7-aza-indole (54) (50.0 mg, 0.11 mmol), anisole (59 ml, 0.55 mmol), and dioxane (4 mL) in one portion. After 30 min at 23° C., the reaction was concentrated with a stream of nitrogen in a hood. The residue was diluted with saturated bicarbonate (30 mL), extracted with ethyl acetate (3×50 mL), and dried (Na2SO4). After concentration in vacuo, the residue w...